This data is from the Open Reaction Database (ORD), a public repository of structured organic reaction records. The task is: describe an organic reaction: reactants, conditions, products, and yield Starting materials: CCOC(C)=O, CS(C)=O, NC1C(=O)N2C1SCC(O)C2C(=O)O, [N-]=[N+]=C(c1ccccc1)c1ccccc1. Yields the product NC1C(=O)N2C1SCC(O)C2C(=O)OC(c1ccccc1)c1ccccc1. RXN SMILES: [CH3:30][CH2:31][O:32][C:33](=[O:34])[CH3:35].[CH3:36][S:37](=[O:38])[CH3:39].[NH2:16][CH:17]1[CH:18]2[N:19]([CH:20]([C:25](=[O:26])[OH:27])[CH:21]([OH:24])[CH2:22][S:23]2)[C:28]1=[O:29].[c:1]1([C:7](=[N+:8]=[N-:9])[c:10]2[cH:11][cH:12][cH:13][cH:14][cH:15]2)[cH:2][cH:3][cH:4][cH:5][cH:6]1>>[c:1]1([CH:7]([c:10]2[cH:11][cH:12][cH:13][cH:14][cH:15]2)[O:27][C:25]([CH:20]2[N:19]3[CH:18]([CH:17]([NH2:16])[C:28]3=[O:29])[S:23][CH2:22][CH:21]2[OH:24])=[O:26])[cH:2][cH:3][cH:4][cH:5][cH:6]1. Reactants: crude product, COCCCC1=NC(=CC=C1C=O)C(F)(F)F (2-(3-Methoxy-propyl)-6-trifluoromethyl-pyridine-3-carbaldehyde), COC(C=P(C1=CC=CC=C1)(C1=CC=CC=C1)C1=CC=CC=C1)=O (methyl(triphenylphosphoranylidene)acetate). The product is COC(C=CC=1C(=NC(=CC1)C(F)(F)F)CCCOC)=O (3-[2-(3-methoxy-propyl)-6-trifluoromethyl-pyridin-3-yl]-acrylic acid methyl ester). The yield is 80.0%. As a reaction SMILES: [CH3:1][O:2][CH2:3][CH2:4][CH2:5][C:6]1[C:11]([CH:12]=O)=[CH:10][CH:9]=[C:8]([C:14]([F:17])([F:16])[F:15])[N:7]=1.[CH3:18][O:19][C:20](=[O:41])[CH:21]=P(C1C=CC=CC=1)(C1C=CC=CC=1)C1C=CC=CC=1>>[CH3:18][O:19][C:20](=[O:41])[CH:21]=[CH:12][C:11]1[C:6]([CH2:5][CH2:4][CH2:3][O:2][CH3:1])=[N:7][C:8]([C:14]([F:17])([F:16])[F:15])=[CH:9][CH:10]=1. Reported procedure: N-Methoxy-2-(3-methoxy-propyl)-N-methyl-6-trifluoromethyl-nicotinamide (156 mg, 0.509 mmol) was reacted with 1M-LAH in THF solution to give 2-(3-methoxy-propyl)-6-trifluoromethyl-pyridine-3-carbaldehyde quantitatively as oil. The crude product was used directly in the following reaction. 2-(3-Methoxy-propyl)-6-trifluoromethyl-pyridine-3-carbaldehyde was reacted with methyl(triphenylphosphoranylidene)acetate (204 mg, 0.61 mmol) to give 3-[2-(3-methoxy-propyl)-6-trifluoromethyl-pyridin-3-yl]-acryl... Starting materials: C=C(C)C, ClCCl, Cn1nc(-c2c(F)cccc2Cl)nc1Cc1ccc(O)cc1, O=S(=O)(O)C(F)(F)F. The product is Cn1nc(-c2c(F)cccc2Cl)nc1Cc1ccc(OC(C)(C)C)cc1. Reaction SMILES: [CH2:31]=[C:32]([CH3:33])[CH3:34].[Cl:35][CH2:36][Cl:37].[OH:1][c:2]1[cH:3][cH:4][c:5]([CH2:6][c:7]2[n:8][c:9](-[c:13]3[c:14]([Cl:20])[cH:15][cH:16][cH:17][c:18]3[F:19])[n:10][n:11]2[CH3:12])[cH:21][cH:22]1.[OH:23][S:24]([C:25]([F:26])([F:27])[F:28])(=[O:29])=[O:30]>>[O:1]([c:2]1[cH:3][cH:4][c:5]([CH2:6][c:7]2[n:8][c:9](-[c:13]3[c:14]([Cl:20])[cH:15][cH:16][cH:17][c:18]3[F:19])[n:10][n:11]2[CH3:12])[cH:21][cH:22]1)[C:32]([CH3:31])([CH3:33])[CH3:34]. Reaction SMILES: [CH2:1]([Al](CC)CC)[CH3:2].C1(C)C=CC=CC=1.C([Li])C.C1CCCCC1.C1C=CC=CC=1.[CH3:30][O:31][C:32]1[C:37]2[CH2:38][O:39][C:40](=[O:41])[C:36]=2[CH:35]=[CH:34][N:33]=1.CO>C1COCC1.C(C(C(C([O-])=O)O)O)([O-])=O.[Na+].[K+]>[CH2:1]([C:40]1([OH:41])[C:36]2[CH:35]=[CH:34][N:33]=[C:32]([O:31][CH3:30])[C:37]=2[CH2:38][O:39]1)[CH3:2] |f:3.4,8.9.10|. Solvent: C1CCOC1 (THF), C(=O)([O-])C(O)C(O)C(=O)[O-].[Na+].[K+] (potassium sodium tartrate), C1CCOC1 (THF). Reactants: C(C)[Al](CC)CC (triethylaluminum), C1(=CC=CC=C1)C (toluene), C(C)[Li] (ethyllithium), C1CCCCC1.C1=CC=CC=C1 (cyclohexane benzene), CO (methanol), COC1=NC=CC2=C1COC2=O (4-methoxy-3H-furo[3,4-c]pyridin-1-one), C(C)[Li] (ethyllithium), C1CCCCC1.C1=CC=CC=C1 (cyclohexane benzene). Run at temperature -15 celsius, time 15 minute. Procedure: To 10.52 mL triethylaluminum in toluene (1.9 M, 19.99 mmol, 1.1 eq) were added dropwise 39.97 mL ethyllithium in cyclohexane/benzene (0.5 M, 19.99 mmol, 1.1 eq) at 0° C. After 15 min at 0° C., 50.5 mL THF (precooled to −40° C.), were added rapidly via a canula. A solution of 3.0 g 4-methoxy-3H-furo[3,4-c]pyridin-1-one (18.17 mmol), as obtainable from example 15, in 75 mL THF was subsequently added rapidly at 40° C. After 10 min at −40° C., additional 39.97 mL ethyllithium in cyclohexane/benzene ... The product is C(C)C1(OCC=2C(=NC=CC21)OC)O (1-ethyl-4-methoxy-1,3-dihydro-furo[3,4-c]pyridin-1-ol). Starting materials: NCC(C)O (1-amino-2-propanol), NC=1C=CC2=C(C(=NCC(N2C)=O)C2=C(C=CC=C2)F)C1 (7-amino-5-(o-fluorophenyl)-1,3-dihydro-1-methyl-2H-1,4-benzodiazepin-2-one), ClC(C)Cl (dichloroethane), FC1=C(C=CC=C1)C1=NCC(N(C2=C1C=C(C=C2)N=C=O)C)=O ([5-(o-fluorophenyl)-2,3-dihydro-1-methyl-2-oxo-1H-1,4-benzodiazepin-7-yl]isocyanate), ( a ). Run in ClCCCl (1,2-dichloroethane). Run at time 15 minute. Yields the product FC1=C(C=CC=C1)C1=NCC(N(C2=C1C=C(C=C2)NC(=O)NCC(C)O)C)=O (rac-1-[5-(o-fluorophenyl)-2,3-dihydro-1-methyl-2-oxo-1H-1,4-benzodiazepin-7-yl]-3-(2-hydroxypropyl)urea). As a reaction SMILES: ClC(Cl)C.[F:5][C:6]1[CH:11]=[CH:10][CH:9]=[CH:8][C:7]=1[C:12]1[C:18]2[CH:19]=[C:20]([N:23]=[C:24]=[O:25])[CH:21]=[CH:22][C:17]=2[N:16]([CH3:26])[C:15](=[O:27])[CH2:14][N:13]=1.NC1C=CC2N(C)C(=O)CN=C(C3C=CC=CC=3F)C=2C=1.[NH2:49][CH2:50][CH:51]([OH:53])[CH3:52]>ClCCCl>[F:5][C:6]1[CH:11]=[CH:10][CH:9]=[CH:8][C:7]=1[C:12]1[C:18]2[CH:19]=[C:20]([NH:23][C:24]([NH:49][CH2:50][CH:51]([OH:53])[CH3:52])=[O:25])[CH:21]=[CH:22][C:17]=2[N:16]([CH3:26])[C:15](=[O:27])[CH2:14][N:13]=1. Reported procedure: A dichloroethane solution of [5-(o-fluorophenyl)-2,3-dihydro-1-methyl-2-oxo-1H-1,4-benzodiazepin-7-yl]isocyanate, prepared as described in paragraph (a) of Example 1 from 12.5 g (0.044 M) of 7-amino-5-(o-fluorophenyl)-1,3-dihydro-1-methyl-2H-1,4-benzodiazepin-2-one, is added to a solution of 8 g of 1-amino-2-propanol in 100 ml of 1,2-dichloroethane, the mixture is stirred at room temperature for 15 minutes and then concentrated. The residue is purified on a 300 g silica gel column using methylen... Reactants: B(F)(F)F.CCOCC (BF3.Et2O), [BH4-].[Na+] (Sodium borohydride), C1CCOC1 (THF), BrC1=C(C=CC=C1)CCC(=O)O (3-(bromophenyl)propionic acid), C1CCOC1 (THF), BrC1=C(C=CC=C1)CCC(=O)O (3-(bromophenyl)propionic acid). Solvent: O (Water), CC(C)(C)OC (MTBE). Conditions: temperature 25 celsius. Yields the product BrC1=CC=C(C=C1)CCCO (3-(4-bromophenyl)propan-1-ol). RXN SMILES: [BH4-].[Na+].[CH2:3]1[CH2:7][O:6][CH2:5][CH2:4]1.[Br:8][C:9]1[CH:14]=[CH:13]C=[CH:11][C:10]=1CCC(O)=O.B(F)(F)F.CCOCC>CC(OC)(C)C.O>[Br:8][C:9]1[CH:14]=[CH:13][C:5]([CH2:4][CH2:3][CH2:7][OH:6])=[CH:11][CH:10]=1 |f:0.1,4.5|. Reported procedure: Sodium borohydride (119.12 g) and THF (5 L) were charged into reactor 1 and temperature adjusted to −20° C. 3-(bromophenyl)propionic acid (1 kg) was charged into reactor 2 with THF (3 L) and stirred at 25° C. until all the solids dissolved. This solution in reactor 2 was transferred to reactor 1 maintaining reactor 1 contents at <0° C. BF3.Et2O (991.4 g) was slowly added into reactor 1 maintaining reactor 1 contents at −20 to −10° C. After addition, the mixture was stirred at −20 to −10° C. for ... The reactants are aqueous solution, [OH-].[Na+] (sodium hydroxide), COC1=C(C=CC=C1)C(C(SC1=CC=C(C(=O)OC)C=C1)N1C=NC=C1)C (methyl 4-[2-(2-methoxyphenyl)-1-(imidazol-1-yl)propylthio]benzoate). The solvent is CO (methanol). Run at time 3 hour. Yields the product COC1=C(C=CC=C1)C(C(SC1=CC=C(C(=O)O)C=C1)N1C=NC=C1)C (4-[2-(2-Methoxyphenyl)-1-(imidazol-1-yl)propylthio]benzoic acid). The yield is 69.2%. As a reaction SMILES: [OH-].[Na+].[CH3:3][O:4][C:5]1[CH:10]=[CH:9][CH:8]=[CH:7][C:6]=1[CH:11]([CH3:29])[CH:12]([N:24]1[CH:28]=[CH:27][N:26]=[CH:25]1)[S:13][C:14]1[CH:23]=[CH:22][C:17]([C:18]([O:20]C)=[O:19])=[CH:16][CH:15]=1>CO>[CH3:3][O:4][C:5]1[CH:10]=[CH:9][CH:8]=[CH:7][C:6]=1[CH:11]([CH3:29])[CH:12]([N:24]1[CH:28]=[CH:27][N:26]=[CH:25]1)[S:13][C:14]1[CH:23]=[CH:22][C:17]([C:18]([OH:20])=[O:19])=[CH:16][CH:15]=1 |f:0.1|. Procedure: 4.7 ml of a 1N aqueous solution of sodium hydroxide were added to 450 mg of methyl 4-[2-(2-methoxyphenyl)-1-(imidazol-1-yl)propylthio]benzoate prepared as described in Example 43) in 4.7 ml of methanol, and the resulting mixture was stirred at room temperature for 3 hours. The reaction mixture was then treated and purified by the same method as described in Example 28, to give 300 mg of the title compound as a powder, melting at 118°-124° C. Starting materials: 25.0, C(C(=C)C)(=O)OCC(C)C (isobutyl methacrylate), C(C=C)(=O)OCC (ethyl acrylate), C(C(=C)C)(=O)OC (methyl methacrylate), C(C=C)(=O)O (acrylic acid), N(=NC(C#N)(C)C)C(C#N)(C)C (azobisisobutyronitrile), solids, N(=NC(C#N)(C)C)C(C#N)(C)C (azobisisobutyronitrile), C(CCC)O (n-butanol), 64, C(CCC)O (n-butanol). Solvent: C=1(C(=CC=CC1)C)C (xylene), C=1(C(=CC=CC1)C)C (xylene). Reaction conditions: temperature 90 celsius, time 30 minute. Product: CC(C)C1=CC2=CCC3C(C2CC1)(CCCC3(C)C(=O)O)C (resin acid), 150. RXN SMILES: [C:1]([O:6]CC(C)C)(=[O:5])[C:2]([CH3:4])=[CH2:3].[C:11](OCC)(=O)[CH:12]=[CH2:13].[C:18](OC)(=O)[C:19]([CH3:21])=[CH2:20].[C:25](O)(=O)[CH:26]=[CH2:27].N(C(C)(C)C#N)=N[C:32](C)(C)[C:33]#N.[CH2:42](O)[CH2:43][CH2:44][CH3:45]>C1(C)C(C)=CC=CC=1>[CH3:20][CH:19]([C:18]1[CH2:27][CH2:26][CH:25]2[C:43](=[CH:44][CH2:45][CH:4]3[C:2]([C:1]([OH:6])=[O:5])([CH3:3])[CH2:33][CH2:32][CH2:11][C:12]32[CH3:13])[CH:42]=1)[CH3:21]. Procedure details: A mixture of 64 parts of xylene and 16 parts of n-butanol was heated to 90° C. in the same flask as used in Production Example 1. To this was added dropwise a mixture of 25.0 parts of isobutyl methacrylate, 33.0 parts of ethyl acrylate, 22.7 parts of methyl methacrylate, 19.3 parts of acrylic acid and 2 parts of azobisisobutyronitrile at a constant rate over 3 hours. After the addition, the mixture was kept at the same temperature for 30 minutes. Then a solution of 0.2 parts of azobisisobutyroni... Reactants: O1C=C(C=C1C(=O)OC)C(=O)OC (dimethyl furan-3,5-dicarboxylate), O (water), C(C)(=O)OCC (ethyl acetate), [H-].[Al+3].[Li+].[H-].[H-].[H-] (lithium aluminium hydride). The solvent is O1CCCC1 (tetrahydrofuran). Run at time 8 hour. Yields the product OCC1=CC(=CO1)C(=O)OC (methyl 5-hydroxymethylfuran-3-carboxylate). Yield: 12.7%. Reaction SMILES: [O:1]1[C:5]([C:6](OC)=[O:7])=[CH:4][C:3]([C:10]([O:12][CH3:13])=[O:11])=[CH:2]1.[H-].[Al+3].[Li+].[H-].[H-].[H-].O.C(OCC)(=O)C>O1CCCC1>[OH:7][CH2:6][C:5]1[O:1][CH:2]=[C:3]([C:10]([O:12][CH3:13])=[O:11])[CH:4]=1 |f:1.2.3.4.5.6|. Procedure details: 408 mg of dimethyl furan-3,5-dicarboxylate [see J. Chem. Soc., Perkin I, 1130 (1973)] was dissolved in 4 ml of anhydrous tetrahydrofuran, and 59 mg of lithium aluminium hydride was added. The mixture was stirred overnight at room temperature. The reaction mixture was poured into water, and ethyl acetate was added to extract it. The extract was worked up in a customary manner and purified by silica gel column chromatography [Wakogel C-200, 20 g; eluting solvent: hexane/ethyl acetate=2/1] to give ... Reactants: CSC(C)c1ccc(C(F)(F)F)nc1, CC(=O)O, CC#N, [O-]Cl, N#CN, [Na+], [Na+], [Na+], O=S([O-])S(=O)(=O)[O-]. Product: CC(c1ccc(C(F)(F)F)nc1)S(C)=NC#N. As a reaction SMILES: [CH3:1][S:2][CH:3]([CH3:4])[c:5]1[cH:6][n:7][c:8]([C:11]([F:12])([F:13])[F:14])[cH:9][cH:10]1.[CH3:30][C:31](=[O:32])[OH:33].[CH3:34][C:35]#[N:36].[Cl:18][O-:19].[NH2:15][C:16]#[N:17].[Na+:20].[Na+:28].[Na+:29].[S:21]([S:22]([O-:23])=[O:24])([O-:25])(=[O:26])=[O:27]>>[CH3:1][S:2]([CH:3]([CH3:4])[c:5]1[cH:6][n:7][c:8]([C:11]([F:12])([F:13])[F:14])[cH:9][cH:10]1)=[N:17][C:16]#[N:15].